From a dataset of the Open Reaction Database (ORD), a public repository of structured organic reaction records. describe an organic reaction: reactants, conditions, products, and yield Reactants: Cn1cnc(Cl)c(Br)c1=O, OCc1ccc(C(F)(F)F)cc1, [H-], [Na+], C1COCCO1, O. The product is Cn1cnc(OCc2ccc(C(F)(F)F)cc2)c(Br)c1=O. Reaction SMILES: [Br:15][c:16]1[c:17](=[O:24])[n:18]([CH3:23])[cH:19][n:20][c:21]1[Cl:22].[F:3][C:4]([c:5]1[cH:6][cH:7][c:8]([CH2:9][OH:10])[cH:11][cH:12]1)([F:13])[F:14].[H-:1].[Na+:2].[O:26]1[CH2:27][CH2:28][O:29][CH2:30][CH2:31]1.[OH2:25]>>[F:3][C:4]([c:5]1[cH:6][cH:7][c:8]([CH2:9][O:10][c:21]2[c:16]([Br:15])[c:17](=[O:24])[n:18]([CH3:23])[cH:19][n:20]2)[cH:11][cH:12]1)([F:13])[F:14]. The reactants are C(C(=O)Cl)(=O)Cl (oxalyl chloride), COC1=C(C=CC(=C1)OC)C(CC(=O)O)CCCCC (3-(2,4-dimethoxyphenyl)octanoic acid), CN(C=O)C (dimethylformamide). Solvent: C(Cl)Cl (methylene chloride). Product: COC1=C(C=CC(=C1)OC)C(CC(=O)Cl)CCCCC (3-(2,4-dimethoxyphenyl)octanoyl chloride). RXN SMILES: [C:1](Cl)(=O)[C:2]([Cl:4])=[O:3].[CH3:7][O:8][C:9]1[CH:14]=[C:13]([O:15][CH3:16])[CH:12]=[CH:11][C:10]=1[CH:17]([CH2:22][CH2:23][CH2:24][CH2:25][CH3:26])CC(O)=O.CN(C)C=O>C(Cl)Cl>[CH3:7][O:8][C:9]1[CH:14]=[C:13]([O:15][CH3:16])[CH:12]=[CH:11][C:10]=1[CH:17]([CH2:22][CH2:23][CH2:24][CH2:25][CH3:26])[CH2:1][C:2]([Cl:4])=[O:3]. Procedure details: 0.64 ml (7.4 mmol) of oxalyl chloride was added to a solution of 1.03 g (3.7 mmol) of 3-(2,4-dimethoxyphenyl)octanoic acid (prepared as described in Preparation 3) and a catalytic amount of dimethylformamide in 10 ml of methylene chloride, and the resulting mixture was stirred for 1 hour. The solvent and an excess of the reagent were removed by distillation under reduced pressure, to give 3-(2,4-dimethoxyphenyl)octanoyl chloride. A solution of this acid chloride in 9 ml of methylene chloride was... Starting materials: C1(=CC=CC=C1)CN (phenylmethanamine), FCC(C)=O (1-fluoropropan-2-one), [BH-](OC(=O)C)(OC(=O)C)OC(=O)C.[Na+] (NaBH(OAc)3), CC(=O)O (HOAc). The solvent is ClCCCl (DCE), O (water). Conditions: time 3 hour. Product: C(C1=CC=CC=C1)NC(CF)C (N-benzyl-1-fluoropropan-2-amine). Yield: 70.5%. RXN SMILES: [C:1]1([CH2:7][NH2:8])[CH:6]=[CH:5][CH:4]=[CH:3][CH:2]=1.[F:9][CH2:10][C:11](=O)[CH3:12].[BH-](OC(C)=O)(OC(C)=O)OC(C)=O.[Na+].CC(O)=O>O.ClCCCl>[CH2:7]([NH:8][CH:11]([CH3:12])[CH2:10][F:9])[C:1]1[CH:6]=[CH:5][CH:4]=[CH:3][CH:2]=1 |f:2.3|. Procedure details: To a solution of phenylmethanamine (5.63 g, 52.6 mmol) and 1-fluoropropan-2-one (4.0 g, 52.6 mmol) and DCE (50 mL) was added NaBH(OAc)3 (15.6 g, 73.6 mmol) and HOAc (3.01 mL, 52.6 mmol) and the reaction was capped and stirred at RT for 3 h. The reaction was then poured into water, and extracted with DCM. The combined organic extracts were dried (MgSO4), filtered, and concentrated in vacuo. The crude product was purified by SiO2 chromatography eluting with a DCM/MeOH gradient (500:5 to 500:10) to... Starting materials: N(=NC(=O)N1CCCCC1)C(=O)N1CCCCC1 (1,1′-(azodicarbonyl)dipiperidine), OC1=CC(N(C=C1)C=1C=CC2=C(N(C(=N2)C2C(C2)C(C)(C)O)C)C1)=O (4-hydroxy-1-(2-((1RS,2SR)-2-(2-hydroxypropan-2-yl)cyclopropyl)-1-methyl-1H-benzimidazol-6-yl)pyridin-2(1H)-one), ClC=1C=CC(=NC1)CO ((5-chloropyridin-2-yl)methanol), C(CCC)P(CCCC)CCCC (tributylphosphine). Run in C1CCOC1 (THF), CCOC(=O)C (EtOAc). Reaction conditions: temperature 60 celsius, time 2 hour. Yields the product ClC=1C=CC(=NC1)COC1=CC(N(C=C1)C=1C=CC2=C(N(C(=N2)C2C(C2)C(C)(C)O)C)C1)=O (4-((5-Chloropyridin-2-yl)methoxy)-1-(2-((1RS,2SR)-2-(2-hydroxypropan-2-yl)cyclopropyl)-1-methyl-1H-benzimidazol-6-yl)pyridin-2(1H)-one). Isolated yield 49.9%. Reaction SMILES: [OH:1][C:2]1[CH:7]=[CH:6][N:5]([C:8]2[CH:9]=[CH:10][C:11]3[N:15]=[C:14]([CH:16]4[CH2:18][CH:17]4[C:19]([OH:22])([CH3:21])[CH3:20])[N:13]([CH3:23])[C:12]=3[CH:24]=2)[C:4](=[O:25])[CH:3]=1.[Cl:26][C:27]1[CH:28]=[CH:29][C:30]([CH2:33]O)=[N:31][CH:32]=1.C(P(CCCC)CCCC)CCC.N(C(N1CCCCC1)=O)=NC(N1CCCCC1)=O>CCOC(C)=O.C1COCC1>[Cl:26][C:27]1[CH:28]=[CH:29][C:30]([CH2:33][O:1][C:2]2[CH:7]=[CH:6][N:5]([C:8]3[CH:9]=[CH:10][C:11]4[N:15]=[C:14]([CH:16]5[CH2:18][CH:17]5[C:19]([OH:22])([CH3:20])[CH3:21])[N:13]([CH3:23])[C:12]=4[CH:24]=3)[C:4](=[O:25])[CH:3]=2)=[N:31][CH:32]=1. Procedure details: To a mixture of 4-hydroxy-1-(2-((1RS,2SR)-2-(2-hydroxypropan-2-yl)cyclopropyl)-1-methyl-1H-benzimidazol-6-yl)pyridin-2(1H)-one (100 mg), (5-chloropyridin-2-yl)methanol (85 mg), tributylphosphine (0.219 ml) and THF (10 ml) was added 1,1′-(azodicarbonyl)dipiperidine (223 mg), and the mixture was stirred at 60° C. for 2 h. The reaction mixture was diluted with EtOAc, quenched with water, and extracted with EtOAc. The organic layer was separated, washed with water and brine successively, dried over ... Reactants: CC(C)C[Al+]CC(C)C, CCOC(=O)C1(COC)CCN(C(=O)OC(C)(C)C)CC1, Cc1ccccc1, [H-], O. Yields the product COCC1(CO)CCN(C(=O)OC(C)(C)C)CC1. RXN SMILES: [CH2:23]([Al+:24][CH2:25][CH:26]([CH3:27])[CH3:28])[CH:29]([CH3:30])[CH3:31].[CH3:1][O:2][CH2:3][C:4]1([C:17](=[O:18])[O:19][CH2:20][CH3:21])[CH2:5][CH2:6][N:7]([C:10](=[O:11])[O:12][C:13]([CH3:14])([CH3:15])[CH3:16])[CH2:8][CH2:9]1.[CH3:33][c:34]1[cH:35][cH:36][cH:37][cH:38][cH:39]1.[H-:22].[OH2:32]>>[CH3:1][O:2][CH2:3][C:4]1([CH2:17][OH:18])[CH2:5][CH2:6][N:7]([C:10](=[O:11])[O:12][C:13]([CH3:14])([CH3:15])[CH3:16])[CH2:8][CH2:9]1. Starting materials: Cl.CN(CCCN=C=NCC)C (N-(3-dimethylaminopropyl)-N'-ethylcarbodiimide hydrochloride), C(C)(C)(C)OC(=O)N(C)[C@@H](C(=O)O)CC1=CC=CC=C1 ((2R)-2-(N-(tert-butoxycarbonyl)-N-methylamino)-3-phenylpropionic acid), O.ON1N=NC2=C1C=CC=C2 (1-hydroxybenzotriazole hydrate), FC(CN)(F)F (2,2,2-Trifluoroethylamine), C(C)N(C(C)C)C(C)C (ethyldiisopropylamine). Solvent: C(C)(=O)OCC (ethyl acetate), CN(C=O)C (N,N-dimethylformamide), ClCCl (dichloromethane). Conditions: temperature 0 celsius, time 15 minute. Product: C(C)(C)(C)OC(N([C@H](CC1=CC=CC=C1)C(NCC(F)(F)F)=O)C)=O (N-methyl-N-((1R)-2-phenyl-1-((2,2,2-trifluoroethyl)carbamoyl)ethyl)carbamic acid tert-butyl ester). Yield: 85.7%. RXN SMILES: Cl.CN(C)CCCN=C=NCC.[C:13]([O:17][C:18]([N:20]([C@H:22]([CH2:26][C:27]1[CH:32]=[CH:31][CH:30]=[CH:29][CH:28]=1)[C:23]([OH:25])=O)[CH3:21])=[O:19])([CH3:16])([CH3:15])[CH3:14].O.ON1C2C=CC=CC=2N=N1.[F:44][C:45]([F:49])([F:48])[CH2:46][NH2:47].C(N(C(C)C)C(C)C)C>CN(C)C=O.ClCCl.C(OCC)(=O)C>[C:13]([O:17][C:18](=[O:19])[N:20]([CH3:21])[C@@H:22]([C:23](=[O:25])[NH:47][CH2:46][C:45]([F:49])([F:48])[F:44])[CH2:26][C:27]1[CH:32]=[CH:31][CH:30]=[CH:29][CH:28]=1)([CH3:14])([CH3:15])[CH3:16] |f:0.1,3.4|. Procedure details: At 0° C., N-(3-dimethylaminopropyl)-N'-ethylcarbodiimide hydrochloride (2.18 g, 11.4 mmol) was added to a solution of (2R)-2-(N-(tert-butoxycarbonyl)-N-methylamino)-3-phenylpropionic acid (3.0 g, 11.4 mmol) and 1-hydroxybenzotriazole hydrate (1.54 g, 11.4 mmol) in N,N-dimethylformamide (2 ml) and dichloromethane (4 ml). The reaction mixture was stirred for 15 min at 0° C. 2,2,2-Trifluoroethylamine (0.91 ml, 11.4 mmol) and ethyldiisopropylamine (2.0 ml, 11.39 mmol) were added successively. The re... As a reaction SMILES: [CH3:1][CH:2]([CH3:33])[C:3]([NH:5][C:6]1[CH:11]=[CH:10][CH:9]=[C:8]([CH:12]2[CH2:17][CH2:16][N:15]([CH2:18][CH2:19][CH2:20][CH2:21][C:22]([C:24]3[CH:29]=[CH:28][C:27]([N+:30]([O-:32])=[O:31])=[CH:26][CH:25]=3)=O)[CH2:14][CH2:13]2)[CH:7]=1)=[O:4].Cl.[CH3:35][C:36]1[CH:41]=[CH:40][CH:39]=[CH:38][C:37]=1[NH:42]N>>[CH3:1][CH:2]([CH3:33])[C:3]([NH:5][C:6]1[CH:11]=[CH:10][CH:9]=[C:8]([CH:12]2[CH2:17][CH2:16][N:15]([CH2:18][CH2:19][CH2:20][C:21]3[C:38]4[C:37](=[C:36]([CH3:35])[CH:41]=[CH:40][CH:39]=4)[NH:42][C:22]=3[C:24]3[CH:29]=[CH:28][C:27]([N+:30]([O-:32])=[O:31])=[CH:26][CH:25]=3)[CH2:14][CH2:13]2)[CH:7]=1)=[O:4] |f:1.2|. The product is CC(C(=O)NC1=CC(=CC=C1)C1CCN(CC1)CCCC1=C(NC2=C(C=CC=C12)C)C1=CC=C(C=C1)[N+](=O)[O-])C (2-METHYL-N-[3-(1-{3-[7-METHYL-2-(4-NITROPHENYL)-1H-INDOL-3-YL]PROPYL)-4-PIPERIDINYL)PHENYL]PROPANAMIDE). Procedure details: Prepared by Procedure E and Scheme M using 2-methyl-N-(3-{1-[5-(4-nitrophenyl)-5-oxopentyl]-4-piperidinyl}phenyl)propanamide and 1-(2-methylphenyl)hydrazine hydrochloride: ESMS m/e: 538.8 (M+H)+. Starting materials: CC(C(=O)NC1=CC(=CC=C1)C1CCN(CC1)CCCCC(=O)C1=CC=C(C=C1)[N+](=O)[O-])C (2-methyl-N-(3-{1-[5-(4-nitrophenyl)-5-oxopentyl]-4-piperidinyl}phenyl)propanamide), Cl.CC1=C(C=CC=C1)NN (1-(2-methylphenyl)hydrazine hydrochloride).